describe an organic reaction: reactants, conditions, products, and yield From a dataset of the Open Reaction Database (ORD), a public repository of structured organic reaction records. The reactants are ClCCl, O=[Mn]=O, OCC#Cc1ccc2c(c1)OCO2. Yields the product O=CC#Cc1ccc2c(c1)OCO2. As a reaction SMILES: [Cl:14][CH2:15][Cl:16].[O:17]=[Mn:18]=[O:19].[O:1]1[CH2:2][O:3][c:4]2[c:5]1[cH:6][cH:7][c:8]([C:10]#[C:11][CH2:12][OH:13])[cH:9]2>>[O:1]1[CH2:2][O:3][c:4]2[c:5]1[cH:6][cH:7][c:8]([C:10]#[C:11][CH:12]=[O:13])[cH:9]2.